This data is from the Open Reaction Database (ORD), a public repository of structured organic reaction records. The task is: describe an organic reaction: reactants, conditions, products, and yield Starting materials: C(C(C)C)C1=CC=C(C=C1)C1(CO1)C (2-(4-isobutylphenyl)-1,2-epoxypropane), [Cl-].[Mg+2].[Cl-] (magnesium chloride). The solvent is ClCCl (dichloromethane). Conditions: time 3 hour. The product is C(C(C)C)C1=CC=C(C=C1)C(C=O)C (2-(4-isobutylphenyl)propionaldehyde). Isolated yield 96.7%. Reaction SMILES: [CH2:1]([C:5]1[CH:10]=[CH:9][C:8]([C:11]2([CH3:14])[O:13][CH2:12]2)=[CH:7][CH:6]=1)[CH:2]([CH3:4])[CH3:3].[Cl-].[Mg+2].[Cl-]>ClCCl>[CH2:1]([C:5]1[CH:6]=[CH:7][C:8]([CH:11]([CH3:14])[CH:12]=[O:13])=[CH:9][CH:10]=1)[CH:2]([CH3:4])[CH3:3] |f:1.2.3|. Procedure: To a solution of 38.0 g (0.2 mole) of 2-(4-isobutylphenyl)-1,2-epoxypropane in 130 ml of dichloromethane was added 2.67 g (0.028 mole) of anhydrous powdered (100 mesh, Tyler) magnesium chloride and 5.0 g (0.04 mole) of thionisole, and the mixture was refluxed with stirring for 3 hours. After cooling the reaction mixture, insoluble materials were filtered off and washed with small amount of dichloromethane and the washings were combined with the filtrate. The combined solution was washed with aqu... RXN SMILES: [Cl:8][CH2:9][CH2:10][CH2:11][CH:12]1[N:13]([S:24](=[O:25])(=[O:26])[c:27]2[cH:28][cH:29][c:30]([CH3:33])[cH:31][cH:32]2)[CH:14]([c:17]2[cH:18][cH:19][c:20]([F:23])[cH:21][cH:22]2)[CH2:15][CH2:16]1.[H-:6].[Na+:7].[O:34]=[CH:35][N:36]([CH3:37])[CH3:38].[nH:1]1[n:2][cH:3][n:4][cH:5]1>>[n:1]1([CH2:9][CH2:10][CH2:11][CH:12]2[N:13]([S:24](=[O:25])(=[O:26])[c:27]3[cH:28][cH:29][c:30]([CH3:33])[cH:31][cH:32]3)[CH:14]([c:17]3[cH:18][cH:19][c:20]([F:23])[cH:21][cH:22]3)[CH2:15][CH2:16]2)[n:2][cH:3][n:4][cH:5]1. Starting materials: Cc1ccc(S(=O)(=O)N2C(CCCCl)CCC2c2ccc(F)cc2)cc1, [H-], [Na+], CN(C)C=O, c1nc[nH]n1. The product is Cc1ccc(S(=O)(=O)N2C(CCCn3cncn3)CCC2c2ccc(F)cc2)cc1.